This data is from the Open Reaction Database (ORD), a public repository of structured organic reaction records. The task is: describe an organic reaction: reactants, conditions, products, and yield The solvent is S(=O)(Cl)Cl (thionyl chloride). Starting materials: C1(=CC=CC=C1)C1=NOC(=C1C(=O)NNS(=O)(=O)C1=CC=C(C=C1)C)C.CC1=CC=C(C=C1)S(=O)(=O)C=1C(N(OC1C)CCl)C1C(C=CC=C1)=NN (4-(4-Methylphenylsulfonyl)hydrazono(chloro)methyl-5-methyl-3-phenylisoxazole 1-(3-phenyl-5-methyl-4-isoxazoloyl)-2-p-toluenesulfonylhydrazine). Product: C1(=CC=CC=C1)C1=NOC(=C1C(=O)NNS(=O)(=O)C1=CC=C(C=C1)C)C (1-(3-Phenyl-5-methyl-4-isoxazoloyl)-2-p-toluenesulfonylhydrazine). Reaction SMILES: [C:1]1([C:7]2[C:11]([C:12]([NH:14][NH:15][S:16]([C:19]3[CH:24]=[CH:23][C:22]([CH3:25])=[CH:21][CH:20]=3)(=[O:18])=[O:17])=[O:13])=[C:10]([CH3:26])[O:9][N:8]=2)[CH:6]=[CH:5][CH:4]=[CH:3][CH:2]=1.CC1C=CC(S(C2C(C3C=CC=CC3=NN)N(CCl)OC=2C)(=O)=O)=CC=1>S(Cl)(Cl)=O>[C:1]1([C:7]2[C:11]([C:12]([NH:14][NH:15][S:16]([C:19]3[CH:20]=[CH:21][C:22]([CH3:25])=[CH:23][CH:24]=3)(=[O:18])=[O:17])=[O:13])=[C:10]([CH3:26])[O:9][N:8]=2)[CH:6]=[CH:5][CH:4]=[CH:3][CH:2]=1 |f:0.1|. Reported procedure: 3-Phenyl-5-methyl-4-isoxazoyl hydrazide (40 g, 0.184 mol) (prepared as in Example 1) was dissolved in anhydrous pyridine (300 ml) and cooled to 0° C. p-Toluenesulfonyl chloride (35.15 g, 0.184 mol) was dissolved in anhydrous pyridine (200 ml) and added dropwise to the cooled hydrazide solution. The reaction was stirred for an additional 15 minutes at 0° C., warmed to 25° C., and the pyridine removed in vacuo. The residue was poured into 30% HCl and the product extracted into EtOAc. The organic l... Yield: 92.3%. Reactants: NNC(=O)c1ccccc1, O=C(Cl)CCl. The product is O=C(CCl)NNC(=O)c1ccccc1. Reaction SMILES: [C:1]([c:2]1[cH:3][cH:4][cH:5][cH:6][cH:7]1)(=[O:8])[NH:9][NH2:10].[Cl:11][CH2:12][C:13](=[O:14])[Cl:15]>>[C:1]([c:2]1[cH:3][cH:4][cH:5][cH:6][cH:7]1)(=[O:8])[NH:9][NH:10][C:13]([CH2:12][Cl:11])=[O:14]. Procedure: Methyl 1-benzyl-5-thioxo-2-pyrrolidinecarboxylate (16.5 g, 66.2 mmol) in iodomethane (70 mL) was stirred overnight at room temperature. The mixture was concentrated under reduced pressure to provide the title compound which was used in the next step without further purification. 1H NMR (CDCl3) δ 2.24 (m, 1H), 3.04 (s, 3H), 3.16 (m, 1H), 3.25 (m, 1H), 3.63 (s, 3H), 4.29 (dd, 1H), 4.72 (d, 1H), 4.89 (dd, 1H), 5.14 (d, 1H), 7.43 (m, 3H), 7.51 (m, 2H). The product is [I-].C(C1=CC=CC=C1)[N+]=1C(CCC1SC)C(=O)OC (1-benzyl-2-(methoxycarbonyl)-5-(methylthio)-3,4-dihydro-2H-pyrrolium iodide). RXN SMILES: [CH2:1]([N:8]1[C:12](=[S:13])[CH2:11][CH2:10][CH:9]1[C:14]([O:16][CH3:17])=[O:15])[C:2]1[CH:7]=[CH:6][CH:5]=[CH:4][CH:3]=1.[I:18][CH3:19]>>[I-:18].[CH2:1]([N+:8]1[CH:9]([C:14]([O:16][CH3:17])=[O:15])[CH2:10][CH2:11][C:12]=1[S:13][CH3:19])[C:2]1[CH:3]=[CH:4][CH:5]=[CH:6][CH:7]=1 |f:2.3|. The reactants are C(C1=CC=CC=C1)N1C(CCC1=S)C(=O)OC (Methyl 1-benzyl-5-thioxo-2-pyrrolidinecarboxylate), IC (iodomethane). Reaction SMILES: [CH2:15]([CH2:16][CH3:17])[SH:18].[CH2:9]1[CH2:10][CH2:11][NH:12][CH2:13][CH2:14]1.[CH3:1][C:2]([CH:3]=[CH:4][C:5]([CH3:6])=[O:7])=[O:8]>>[CH3:1][C:2]([CH2:3][CH:4]([C:5]([CH3:6])=[O:7])[S:18][CH2:15][CH2:16][CH3:17])=[O:8]. Reactants: CCCS, C1CCNCC1, CC(=O)C=CC(C)=O. Product: CCCSC(CC(C)=O)C(C)=O. Reactants: CC(=O)[O-], COC(=O)CC#N, CC(=O)O, Cc1ccccc1, CC(=O)c1ccccc1, [NH4+], O. The product is COC(=O)C(C#N)C(C)c1ccccc1. As a reaction SMILES: [CH3:18][C:19](=[O:20])[O-:21].[CH3:1][O:2][C:3](=[O:4])[CH2:5][C:6]#[N:7].[CH3:22][C:23](=[O:24])[OH:25].[CH3:26][c:27]1[cH:28][cH:29][cH:30][cH:31][cH:32]1.[CH3:8][C:9](=[O:10])[c:11]1[cH:12][cH:13][cH:14][cH:15][cH:16]1.[NH4+:17].[OH2:33]>>[CH3:1][O:2][C:3](=[O:4])[CH:5]([C:6]#[N:7])[CH:9]([CH3:8])[c:11]1[cH:12][cH:13][cH:14][cH:15][cH:16]1. Reactants: [OH-].[Na+] (caustic soda), 6-N, Cl (hydrochloric acid), C(C)(=O)SC(C(=O)NC1=CC=C(C=C1)C=1C(CC(NN1)=O)C)C (6-[4-(2-acetylthiopropanoylamino)-phenyl]-5-methyl-4,5-dihydro-3(2H)-pyridazinone). The solvent is CO (methanol). Yields the product SC(C(=O)NC1=CC=C(C=C1)C=1C(CC(NN1)=O)C)C (6-[4-(2-mercaptopropanoylamino)-phenyl]-5-methyl-4,5-dihydro-3(2H)-pyridazinone). Isolated yield 85.8%. As a reaction SMILES: C([S:4][CH:5]([CH3:23])[C:6]([NH:8][C:9]1[CH:14]=[CH:13][C:12]([C:15]2[CH:16]([CH3:22])[CH2:17][C:18](=[O:21])[NH:19][N:20]=2)=[CH:11][CH:10]=1)=[O:7])(=O)C.[OH-].[Na+].Cl>CO>[SH:4][CH:5]([CH3:23])[C:6]([NH:8][C:9]1[CH:10]=[CH:11][C:12]([C:15]2[CH:16]([CH3:22])[CH2:17][C:18](=[O:21])[NH:19][N:20]=2)=[CH:13][CH:14]=1)=[O:7] |f:1.2|. Reported procedure: In 20 ml of methanol was dissolved 1.0 g of the compound obtained in Example 31. To this solution was added in a stream of nitrogen 10 ml of 1N caustic soda solution, and the mixture was reacted for 90 minutes at room temperature. The mixture was made acidic by the addition of 6-N hydrochloric acid to precipitate crystals, which were then collected by filtration and washed with methanol to obtain 750 mg of the end product. M.P. 236°-237° C. (uncorrected). The reactants are Cl.ClC1=C(C=CC(=C1)N1N=C(C=C1)C(F)(F)F)CCN (2-chloro-4-[3-(trifluoromethyl)-1H-pyrazol-1-yl]benzeneethanamine hydrochloride), N-(3-dimethyl-aminopropyl)-N′-ethylcarbodiimide, ON1N=NC2=C1C=CC=C2 (1-hydroxybenzotriazole), C(C)(C)N(C(C)C)CC (N,N-diisopropylethylamine), FC(C=1C(=NC=CC1)C(=O)O)(F)F (3-(trifluoromethyl)pyridine-2-carboxylic acid), Cl.ClC1=C(C=CC(=C1)N1N=C(C=C1)C(F)(F)F)CCN (2-chloro-4-[3-(trifluoromethyl)-1H-pyrazol-1-yl]benzeneethanamine hydrochloride). The solvent is ClCCl (dichloromethane). Conditions: time 12 hour. Product: ClC1=C(C=CC(=C1)N1N=C(C=C1)C(F)(F)F)CCNC(=O)C1=NC=CC=C1C(F)(F)F (N-[2-[2-chloro-4-[3-(trifluoromethyl)-1H-pyrazol-1-yl]phenyl]ethyl]-3-(trifluoromethyl)-2-pyridinecarboxamide). RXN SMILES: Cl.[Cl:2][C:3]1[CH:8]=[C:7]([N:9]2[CH:13]=[CH:12][C:11]([C:14]([F:17])([F:16])[F:15])=[N:10]2)[CH:6]=[CH:5][C:4]=1[CH2:18][CH2:19][NH2:20].ON1C2C=CC=CC=2N=N1.C(N(CC)C(C)C)(C)C.[F:40][C:41]([F:52])([F:51])[C:42]1[C:43]([C:48](O)=[O:49])=[N:44][CH:45]=[CH:46][CH:47]=1>ClCCl>[Cl:2][C:3]1[CH:8]=[C:7]([N:9]2[CH:13]=[CH:12][C:11]([C:14]([F:15])([F:16])[F:17])=[N:10]2)[CH:6]=[CH:5][C:4]=1[CH2:18][CH2:19][NH:20][C:48]([C:43]1[C:42]([C:41]([F:52])([F:40])[F:51])=[CH:47][CH:46]=[CH:45][N:44]=1)=[O:49] |f:0.1|. Reported procedure: To a solution of 2-chloro-4-[3-(trifluoromethyl)-1H-pyrazol-1-yl]benzeneethanamine hydrochloride (1:1) (i.e. the product of Step C; 300 mg, 1.11 mmol), N-(3-dimethyl-aminopropyl)-N′-ethylcarbodiimide (297 mg, 1.66 mmol), 1-hydroxybenzotriazole (212 mg, 1.66 mmol) and N,N-diisopropylethylamine (0.9 mL, 5.55 mmol) in dichloromethane (15 mL) was added 3-(trifluoromethyl)pyridine-2-carboxylic acid (198 mg, 1.21 mmol), and the resulting mixture was stirred for 12 h. The reaction mixture was washed wi... Starting materials: ice, C(C)(C)(C)OC(NCC1=CC=C(C=C1)C1=CN=C2N1C=CC(=C2)C=2C=NC(=CC2)F)=O ({4-[7-(6-fluoro-pyridin-3-yl)-imidazo[1,2-a]pyridin-3-yl]-benzyl}-carbamic acid tert-butyl ester), CN1CCNCC1 (N-methyl piperazine), C(=O)([O-])[O-].[K+].[K+] (K2CO3). Solvent: CS(=O)C (DMSO). Conditions: temperature 80 celsius, time 8 hour. The product is C(C)(C)(C)OC(NCC1=CC=C(C=C1)C1=CN=C2N1C=CC(=C2)C=2C=NC(=CC2)N2CCN(CC2)C)=O ((4-{7-[6-(4-Methyl-piperazin-1-yl)-pyridin-3-yl]-imidazo[1,2-a]pyridin-3-yl}-benzyl)-carbamic acid tert-butyl ester). Yield: 68.9%. RXN SMILES: [C:1]([O:5][C:6](=[O:31])[NH:7][CH2:8][C:9]1[CH:14]=[CH:13][C:12]([C:15]2[N:19]3[CH:20]=[CH:21][C:22]([C:24]4[CH:25]=[N:26][C:27](F)=[CH:28][CH:29]=4)=[CH:23][C:18]3=[N:17][CH:16]=2)=[CH:11][CH:10]=1)([CH3:4])([CH3:3])[CH3:2].[CH3:32][N:33]1[CH2:38][CH2:37][NH:36][CH2:35][CH2:34]1.C([O-])([O-])=O.[K+].[K+]>CS(C)=O>[C:1]([O:5][C:6](=[O:31])[NH:7][CH2:8][C:9]1[CH:14]=[CH:13][C:12]([C:15]2[N:19]3[CH:20]=[CH:21][C:22]([C:24]4[CH:25]=[N:26][C:27]([N:36]5[CH2:37][CH2:38][N:33]([CH3:32])[CH2:34][CH2:35]5)=[CH:28][CH:29]=4)=[CH:23][C:18]3=[N:17][CH:16]=2)=[CH:11][CH:10]=1)([CH3:4])([CH3:3])[CH3:2] |f:2.3.4|. Procedure details: Dissolve {4-[7-(6-fluoro-pyridin-3-yl)-imidazo[1,2-a]pyridin-3-yl]-benzyl}-carbamic acid tert-butyl ester (0.500 g, 1.19 mmol, 1.0 eq.) and N-methyl piperazine (0.53 mL, 4.78 mmol, 4.0 eq.) in DMSO (20 mL). Add K2CO3 (0.330 g, 2.0 eq.). Stir the reaction mixture at 80° C. overnight. Pour the mixture into 20 mL of ice. Filter the solid, and purify by silica gel chromatography with a 0-5% MeOH/DCM gradient to give the title compound 0.408 g (0.82 mmol, 70%) as a slightly yellow solid. Use the soli... Starting materials: BrCC(=O)C1=CC=C(C=C1)O (2-bromo-4′-hydroxyacetophenone), NC1=NC=C(C=C1)[N+](=O)[O-] (2-amino-5-nitropyridine). Run in C(C)#N (acetonitrile). Run at temperature 110 celsius. The product is OC1=CC=C(C=C1)C=1N=C2N(C=C(C=C2)[N+](=O)[O-])C1 (2-(4′-hydroxyphenyl)-6-nitroimidazo[1,2-a]pyridine). Yield: 29.0%. RXN SMILES: Br[CH2:2][C:3]([C:5]1[CH:10]=[CH:9][C:8]([OH:11])=[CH:7][CH:6]=1)=O.[NH2:12][C:13]1[CH:18]=[CH:17][C:16]([N+:19]([O-:21])=[O:20])=[CH:15][N:14]=1>C(#N)C>[OH:11][C:8]1[CH:9]=[CH:10][C:5]([C:3]2[N:12]=[C:13]3[CH:18]=[CH:17][C:16]([N+:19]([O-:21])=[O:20])=[CH:15][N:14]3[CH:2]=2)=[CH:6][CH:7]=1. Procedure: 432 mg (corresponding to 2.0 mmol) of 2-bromo-4′-hydroxyacetophenone and 279 mg (corresponding to 2.0 mmol) of 2-amino-5-nitropyridine were dissolved in 20 mL of acetonitrile. The resulting solution was refluxed in an oil bath at 110° C. for 6 hours. After the completion of the reaction, the reaction solution was cooled down to room temperature, and precipitates were filtered and recovered. The precipitates were washed with acetonitrile and dried under reduced pressure. The resulting crude cryst... The reactants are C12CN(CC(CC1)CC2)C2=CC(=[N+](C(=N2)NC(=O)OCC)[O-])NC(=O)OCC (diethyl 6-{3-azabicyclo[3.2.2]non-3-yl}-2,4-pyrimidine-dicarbamate-3-oxide). The solvent is CN(C=O)C (dimethylformamide). Yields the product C12CN(CC(CC1)CC2)C2=NC=1N(C(=C2)NC(=O)OCC)OC(N1)=O (ethyl 5-{3-azabicyclo[3.2.2]non-3-yl}-2-oxo-2H-[1,2,4]oxadiazolo[2,3-a]pyrimidine-7-carbamate). RXN SMILES: [CH:1]12[CH2:9][CH2:8][CH:5]([CH2:6][CH2:7]1)[CH2:4][N:3]([C:10]1[N:15]=[C:14]([NH:16][C:17](OCC)=[O:18])[N+:13]([O-:22])=[C:12]([NH:23][C:24]([O:26][CH2:27][CH3:28])=[O:25])[CH:11]=1)[CH2:2]2>CN(C)C=O>[CH:5]12[CH2:6][CH2:7][CH:1]([CH2:9][CH2:8]1)[CH2:2][N:3]([C:10]1[CH:11]=[C:12]([NH:23][C:24]([O:26][CH2:27][CH3:28])=[O:25])[N:13]3[O:22][C:17](=[O:18])[N:16]=[C:14]3[N:15]=1)[CH2:4]2. Procedure: 4.1 G. of diethyl 6-{3-azabicyclo[3.2.2]non-3-yl}-2,4-pyrimidine-dicarbamate-3-oxide are suspended in 50 ml. of dimethylformamide and warmed to 140° C. for 30 minutes under an argon atmosphere. After cooling the solution, the dimethylformamide is distilled off under reduced pressure and the residue is filtered over silica gel. Elution with chloroform and ethanol yields ethyl 5-{3-azabicyclo[3.2.2]non-3-yl}-2-oxo-2H-[1,2,4]oxadiazolo[2,3-a]pyrimidine-7-carbamate, having a melting point of 210°-21...